This data is from the Open Reaction Database (ORD), a public repository of structured organic reaction records. The task is: describe an organic reaction: reactants, conditions, products, and yield Reactants: S(O)(O)(=O)=O (sulfuric acid), BrC=1C=C(C2=C(CCO2)C1)C(=O)O (5-bromo-2,3 -dihydrobenzofuran-7-carboxylic acid), [N-]=[N+]=[N-].[Na+] (Sodium azide). Solvent: C(Cl)(Cl)Cl (chloroform). Product: NC1=CC(=CC=2CCOC21)Br (7-Amino-5-bromo-2,3-dihydrobenzofuran). Yield: 12.8%. As a reaction SMILES: S(=O)(=O)(O)O.[Br:6][C:7]1[CH:8]=[C:9](C(O)=O)[C:10]2[O:14][CH2:13][CH2:12][C:11]=2[CH:15]=1.[N-:19]=[N+]=[N-].[Na+]>C(Cl)(Cl)Cl>[NH2:19][C:9]1[C:10]2[O:14][CH2:13][CH2:12][C:11]=2[CH:15]=[C:7]([Br:6])[CH:8]=1 |f:2.3|. Reported procedure: Concentrated sulfuric acid (8.8 ml) was added over 5 min to a stirred mixture of 5-bromo-2,3 -dihydrobenzofuran-7-carboxylic acid (0.55 g, 2.3 mmol) in chloroform (27 ml) at 45° C. Sodium azide (0.737 g, 11.3 mmol) was then added portion-wise over 0.5 h and the temperature was maintained for a further 1 h after which time the mixture was poured onto ice (100 g) and extracted with chloroform (2×50 ml). The aqueous phase was basified to pH 12 with 40% sodium hydroxide solution and extracted with c... The reactants are C([O-])(O)=O.[Na+] (sodium bicarbonate), NC(CC(=O)O)C=1C=NC=CC1 (3-amino-3-(pyridine-3-yl)propionic acid), FC(S(=O)(=O)Cl)(F)F (trifluormethanesulfonyl chloride). The solvent is C(C)#N (acetonitrile). Reaction conditions: temperature 77.5 celsius, time 19 hour. The product is N1=CC(=CC=C1)C1CC(N1)=O (4-(Pyridin-3-yl)azetidin-2-one). Yield: 41.8%. Reaction SMILES: C(=O)(O)[O-].[Na+].[NH2:6][CH:7]([C:12]1[CH:13]=[N:14][CH:15]=[CH:16][CH:17]=1)[CH2:8][C:9](O)=[O:10].FC(F)(F)S(Cl)(=O)=O>C(#N)C>[N:14]1[CH:15]=[CH:16][CH:17]=[C:12]([CH:7]2[NH:6][C:9](=[O:10])[CH2:8]2)[CH:13]=1 |f:0.1|. Reported procedure: To a mixture of 20.20 g (0.24 mole) sodium bicarbonate (Sigma, Ultrapure, dried in good vacuum at room temperature for 3 days over phosphorus pentoxide) and 6.64 g (0.04 mole) 3-amino-3-(pyridine-3-yl)propionic acid (Tyger, dried in good vacuum at room temperature for 3 days over phosphorus pentoxide) under argon atmosphere first 200 ml of dry acetonitrile (Fisher) was added then at very strong stirring 4.7 ml (0.044 mole) trifluormethanesulfonyl chloride (Acros) was slowly added and thereafter ... Reactants: ClC1=NC(=C2N=CN(C2=N1)C1OCCCC1)N (2-chloro-9-(tetrahydro-2H-pyran-2-yl)-9H-purin-6-amine), C1(CC1)CCN (cyclopropylethylamine). The solvent is C(CO)O (ethylene glycol), C(C)(=O)OCC (ethyl acetate). Reaction conditions: temperature 120 celsius. The product is C1(CC1)CCNC1=NC(=C2N=CN(C2=N1)C1OCCCC1)N (N2-(2-Cyclopropylethyl)-9-(tetrahydro-2H-pyran-2-yl)-9H-Purine-2,6-diamine). The yield is 100.2%. RXN SMILES: Cl[C:2]1[N:10]=[C:9]2[C:5]([N:6]=[CH:7][N:8]2[CH:11]2[CH2:16][CH2:15][CH2:14][CH2:13][O:12]2)=[C:4]([NH2:17])[N:3]=1.[CH:18]1([CH2:21][CH2:22][NH2:23])[CH2:20][CH2:19]1>C(O)CO.C(OCC)(=O)C>[CH:18]1([CH2:21][CH2:22][NH:23][C:2]2[N:10]=[C:9]3[C:5]([N:6]=[CH:7][N:8]3[CH:11]3[CH2:16][CH2:15][CH2:14][CH2:13][O:12]3)=[C:4]([NH2:17])[N:3]=2)[CH2:20][CH2:19]1. Reported procedure: To a suspension of 2-chloro-9-(tetrahydro-2H-pyran-2-yl)-9H-purin-6-amine (3.49 g) in ethylene glycol (17 ml) at room temperature was added cyclopropylethylamine (4.69 g). The reaction mixture was heated to 120° C. with reflux condenser overnight, resulting in a yellow/brown solution. The reaction was allowed to cool, taken up in ethyl acetate (100 ml) and washed with water (2×100 ml). The organic layer was separated, dried over magnesium sulfate, filtered and concentrated in vacuo to give a dar... The reactants are N#Cc1ccccc1-c1ccc(C=O)cc1, [BH3-]C#N, CCCC(N)C(=O)OC, Cl, [Na+]. Product: CCCC(NCc1ccc(-c2ccccc2C#N)cc1)C(=O)OC. Reaction SMILES: [C:1](#[N:2])[c:3]1[c:4](-[c:9]2[cH:10][cH:11][c:12]([CH:15]=[O:16])[cH:13][cH:14]2)[cH:5][cH:6][cH:7][cH:8]1.[C:27]([BH3-:28])#[N:29].[CH3:18][O:19][C:20]([CH:21]([NH2:22])[CH2:23][CH2:24][CH3:25])=[O:26].[ClH:17].[Na+:30]>>[C:1](#[N:2])[c:3]1[c:4](-[c:9]2[cH:10][cH:11][c:12]([CH2:15][NH:22][CH:21]([C:20]([O:19][CH3:18])=[O:26])[CH2:23][CH2:24][CH3:25])[cH:13][cH:14]2)[cH:5][cH:6][cH:7][cH:8]1. Reactants: Nc1n[nH]c2ccnc(Br)c12, O=C([O-])O, CCOC(C)=O, CC1(C)OB(c2ccc(NC(=O)Nc3cc(C(F)(F)F)ccc3F)cc2)OC1(C)C, [Na+], C1COCCO1, O, c1ccc(P(c2ccccc2)(c2ccccc2)[Pd](P(c2ccccc2)(c2ccccc2)c2ccccc2)(P(c2ccccc2)(c2ccccc2)c2ccccc2)P(c2ccccc2)(c2ccccc2)c2ccccc2)cc1. Yields the product Nc1n[nH]c2ccnc(-c3ccc(NC(=O)Nc4cc(C(F)(F)F)ccc4F)cc3)c12. Reaction SMILES: [Br:1][c:2]1[n:3][cH:4][cH:5][c:6]2[c:7]1[c:8]([NH2:11])[n:9][nH:10]2.[C:42](=[O:43])([OH:44])[O-:45].[CH3:47][CH2:48][O:49][C:50](=[O:51])[CH3:52].[F:12][c:13]1[c:14]([NH:23][C:24](=[O:25])[NH:26][c:27]2[cH:28][cH:29][c:30]([B:33]3[O:34][C:35]([CH3:36])([CH3:37])[C:38]([CH3:39])([CH3:40])[O:41]3)[cH:31][cH:32]2)[cH:15][c:16]([C:19]([F:20])([F:21])[F:22])[cH:17][cH:18]1.[Na+:46].[O:53]1[CH2:54][CH2:55][O:56][CH2:57][CH2:58]1.[OH2:59].[cH:60]1[cH:61][cH:62][c:63]([P:64]([Pd:65]([P:66]([c:67]2[cH:68][cH:69][cH:70][cH:71][cH:72]2)([c:73]2[cH:74][cH:75][cH:76][cH:77][cH:78]2)[c:79]2[cH:80][cH:81][cH:82][cH:83][cH:84]2)([P:85]([c:86]2[cH:87][cH:88][cH:89][cH:90][cH:91]2)([c:92]2[cH:93][cH:94][cH:95][cH:96][cH:97]2)[c:98]2[cH:99][cH:100][cH:101][cH:102][cH:103]2)[P:104]([c:105]2[cH:106][cH:107][cH:108][cH:109][cH:110]2)([c:111]2[cH:112][cH:113][cH:114][cH:115][cH:116]2)[c:117]2[cH:118][cH:119][cH:120][cH:121][cH:122]2)([c:123]2[cH:124][cH:125][cH:126][cH:127][cH:128]2)[c:129]2[cH:130][cH:131][cH:132][cH:133][cH:134]2)[cH:135][cH:136]1>>[c:2]1(-[c:30]2[cH:29][cH:28][c:27]([NH:26][C:24]([NH:23][c:14]3[c:13]([F:12])[cH:18][cH:17][c:16]([C:19]([F:20])([F:21])[F:22])[cH:15]3)=[O:25])[cH:32][cH:31]2)[n:3][cH:4][cH:5][c:6]2[c:7]1[c:8]([NH2:11])[n:9][nH:10]2.